From a dataset of the Open Reaction Database (ORD), a public repository of structured organic reaction records. describe an organic reaction: reactants, conditions, products, and yield Procedure: A mixture of 84.7 parts of ethyl 4-isothiocyanato-1-piperidinecarboxylate, 86.8 parts of N4 -[(4-fluorophenyl)-methyl]-3,4-pyridinediamine and 450 parts of tetrahydrofuran was stirred and refluxed for 3 hours. The reaction mixture was evaporated and the residue was crystallized from acetonitrile, yielding 90 parts (52%) of ethyl 4-[[[[4-[[(4-fluorophenyl)methyl]amino]-3-pyridinyl]-amino]thioxomethyl]amino]-1-piperidinecarboxylate; mp. 166° C. (15). Starting materials: 84.7, N(=C=S)C1CCN(CC1)C(=O)OCC (ethyl 4-isothiocyanato-1-piperidinecarboxylate), FC1=CC=C(C=C1)CNC1=C(C=NC=C1)N (N4 -[(4-fluorophenyl)-methyl]-3,4-pyridinediamine). RXN SMILES: [N:1]([CH:4]1[CH2:9][CH2:8][N:7]([C:10]([O:12][CH2:13][CH3:14])=[O:11])[CH2:6][CH2:5]1)=[C:2]=[S:3].[F:15][C:16]1[CH:21]=[CH:20][C:19]([CH2:22][NH:23][C:24]2[CH:29]=[CH:28][N:27]=[CH:26][C:25]=2[NH2:30])=[CH:18][CH:17]=1>O1CCCC1>[F:15][C:16]1[CH:21]=[CH:20][C:19]([CH2:22][NH:23][C:24]2[CH:29]=[CH:28][N:27]=[CH:26][C:25]=2[NH:30][C:2]([NH:1][CH:4]2[CH2:9][CH2:8][N:7]([C:10]([O:12][CH2:13][CH3:14])=[O:11])[CH2:6][CH2:5]2)=[S:3])=[CH:18][CH:17]=1. Isolated yield 52.0%. The product is 90, FC1=CC=C(C=C1)CNC1=C(C=NC=C1)NC(=S)NC1CCN(CC1)C(=O)OCC (ethyl 4-[[[[4-[[(4-fluorophenyl)methyl]amino]-3-pyridinyl]-amino]thioxomethyl]amino]-1-piperidinecarboxylate). Run in O1CCCC1 (tetrahydrofuran). Starting materials: COC=1C=C(C(=O)N)C=C(C1)OC (3,5-dimethoxybenzamide), ClC(C=O)(C)Cl (2,2-dichloropropionaldehyde), N1N=NC2=C1C=CC=C2 (benzotriazole), C1(=CC=C(C=C1)S(=O)(=O)O)C (p-toluenesulfonic acid). Yields the product N1(N=NC2=C1C=CC=C2)C(C(C)(Cl)Cl)NC(C2=CC(=CC(=C2)OC)OC)=O (N-[1-(1H-1,2,3-benzotriazol-1-yl)-2,2-dichloropropyl]-3,5-dimethoxybenzamide). As a reaction SMILES: [CH3:1][O:2][C:3]1[CH:4]=[C:5]([CH:9]=[C:10]([O:12][CH3:13])[CH:11]=1)[C:6]([NH2:8])=[O:7].[Cl:14][C:15]([Cl:19])([CH3:18])[CH:16]=O.[NH:20]1[C:24]2[CH:25]=[CH:26][CH:27]=[CH:28][C:23]=2[N:22]=[N:21]1.C1(C)C=CC(S(O)(=O)=O)=CC=1>>[N:20]1([CH:16]([NH:8][C:6](=[O:7])[C:5]2[CH:9]=[C:10]([O:12][CH3:13])[CH:11]=[C:3]([O:2][CH3:1])[CH:4]=2)[C:15]([Cl:19])([Cl:14])[CH3:18])[C:24]2[CH:25]=[CH:26][CH:27]=[CH:28][C:23]=2[N:22]=[N:21]1. Procedure details: A suspension of 3,5-dimethoxybenzamide, 2,2-dichloropropionaldehyde, benzotriazole, and p-toluenesulfonic acid was processed as described in Example 53A to provide the desired product. Yields the product CC(C)(C)OC(=O)NC1CCCC1C(N)=S. Reactants: CC(C)(C)OC(=O)N1C(=S)C2CCCC21, CO, N. As a reaction SMILES: [C:1]([CH3:2])([CH3:3])([CH3:4])[O:5][C:6](=[O:7])[N:8]1[CH:9]2[CH2:10][CH2:11][CH2:12][CH:13]2[C:14]1=[S:15].[CH3:17][OH:18].[NH3:16]>>[C:1]([CH3:2])([CH3:3])([CH3:4])[O:5][C:6](=[O:7])[NH:8][CH:9]1[CH2:10][CH2:11][CH2:12][CH:13]1[C:14](=[S:15])[NH2:16]. Starting materials: BrC=1C(=NN2C1OC(=C2C2=C(C=C(C=C2)Cl)Cl)C)C (7-bromo-3-(2,4-dichloro-phenyl)-2,6-dimethyl-pyrazolo[5,1-b]oxazole), C(CCC)[Li] (n-butyllithium), N(=NC(=O)OC(C)(C)C)C(=O)OC(C)(C)C (di-tert-butyl azodicarboxylate). Run in C1CCOC1 (THF), C1CCOC1 (THF). Conditions: temperature -78 celsius, time 30 minute. Yields the product C(C)(C)(C)OC(=O)NN(C(=O)OC(C)(C)C)C=1C(=NN2C1OC(=C2C2=C(C=C(C=C2)Cl)Cl)C)C (N′-[3-(2,4-Dichloro-phenyl)-2,6-dimethyl-pyrazolo[5,1-b]oxazol-7-yl]-N′-tert-butoxycarbonyl-hydrazinecarboxylic acid tert-butyl ester). RXN SMILES: Br[C:2]1[C:3]([CH3:19])=[N:4][N:5]2[C:9]([C:10]3[CH:15]=[CH:14][C:13]([Cl:16])=[CH:12][C:11]=3[Cl:17])=[C:8]([CH3:18])[O:7][C:6]=12.C([Li])CCC.[N:25]([C:34]([O:36][C:37]([CH3:40])([CH3:39])[CH3:38])=[O:35])=[N:26][C:27]([O:29][C:30]([CH3:33])([CH3:32])[CH3:31])=[O:28]>C1COCC1>[C:37]([O:36][C:34]([NH:25][N:26]([C:2]1[C:3]([CH3:19])=[N:4][N:5]2[C:9]([C:10]3[CH:15]=[CH:14][C:13]([Cl:16])=[CH:12][C:11]=3[Cl:17])=[C:8]([CH3:18])[O:7][C:6]=12)[C:27]([O:29][C:30]([CH3:33])([CH3:32])[CH3:31])=[O:28])=[O:35])([CH3:40])([CH3:39])[CH3:38]. Procedure: To a stirring solution of 7-bromo-3-(2,4-dichloro-phenyl)-2,6-dimethyl-pyrazolo[5,1-b]oxazole (710 mg, 1.972 mmol) in THF (15.5 ml) under N2 at −78° C. is added n-butyllithium (0.789 ml, 1.972 mmol) dropwise; the temperature is maintained below −70° C. for the addition and then the reaction mixture is stirred for 5 mins at −78° C. before the addition of di-tert-butyl azodicarboxylate (545 mg, 2.366 mmol) in THF (1.5 ml); the temperature is maintained below −60° C. for the period of the addition.... The reactants are NC=1SC=C(N1)C(C(=O)NC1[C@@H]2N(C(=CCS2)C(=O)O)C1=O)=O (7-[2-(2-amino-4-thiazolyl)glyoxyloylamino]-3-cephem-4-carboxylic acid), [BH4-].[Na+] (sodium borohydride). Solvent: CO (methanol). Run at time 3 hour. Yields the product NC=1SC=C(N1)C(C(=O)NC1[C@@H]2N(C(=CCS2)C(=O)O)C1=O)O (7-[2-(2-amino-4-thiazolyl)-2-hydroxyacetamido]-3-cephem-4-carboxylic acid). Isolated yield 55.5%. As a reaction SMILES: [NH2:1][C:2]1[S:3][CH:4]=[C:5]([C:7](=[O:23])[C:8]([NH:10][CH:11]2[C:21](=[O:22])[N:13]3[C:14]([C:18]([OH:20])=[O:19])=[CH:15][CH2:16][S:17][C@H:12]23)=[O:9])[N:6]=1.[BH4-].[Na+]>CO>[NH2:1][C:2]1[S:3][CH:4]=[C:5]([CH:7]([OH:23])[C:8]([NH:10][CH:11]2[C:21](=[O:22])[N:13]3[C:14]([C:18]([OH:20])=[O:19])=[CH:15][CH2:16][S:17][C@H:12]23)=[O:9])[N:6]=1 |f:1.2|. Reported procedure: To a stirred solution of 7-[2-(2-amino-4-thiazolyl)glyoxyloylamino]-3-cephem-4-carboxylic acid (520 mg) in methanol (15 ml) was added sodium borohydride (100 mg) under ice-cooling, and stirred at the same temperature for 3 hours. Methanol was distilled off under reduced pressure from the reaction mixture, and the residue was dissolved in water (3 ml) and adjusted to pH 3 with 6 N-hydrochloric acid. The precipitates were collected by filtration, washed with water and dried over phosphorus pentoxi... The reactants are C(#N)[BH3-].[Na+] (sodium cyanoborohydride), C=O (formalin), C(#N)C1=CC=C(C=C1)C=1C=C2C=NN(C2=C(C1)COCC1(CCN(CC1)C(=O)OC(C)(C)C)C1=CC=CC=C1)C1CC1 (tert-Butyl 4-(((5-(4-cyanophenyl)-1-cyclopropyl-1H-indazol-7-yl)methoxy)methyl)-4-phenylpiperidine-1-carboxylate). The reagents and catalysts are C(C)(=O)O (acetic acid). Solvent: FC(C(=O)O)(F)F (trifluoroacetic acid). Run at time 1 hour. Product: C1(CC1)N1N=CC2=CC(=CC(=C12)COCC1(CCN(CC1)C)C1=CC=CC=C1)C1=CC=C(C#N)C=C1 (4-(1-Cyclopropyl-7-(((1-methyl-4-phenylpiperidin-4-yl)methoxy)methyl)-1H-indazol-5-yl)benzonitrile). Reaction SMILES: [C:1]([C:3]1[CH:8]=[CH:7][C:6]([C:9]2[CH:10]=[C:11]3[C:15](=[C:16]([CH2:18][O:19][CH2:20][C:21]4([C:34]5[CH:39]=[CH:38][CH:37]=[CH:36][CH:35]=5)[CH2:26][CH2:25][N:24]([C:27](OC(C)(C)C)=O)[CH2:23][CH2:22]4)[CH:17]=2)[N:14]([CH:40]2[CH2:42][CH2:41]2)[N:13]=[CH:12]3)=[CH:5][CH:4]=1)#[N:2].C([BH3-])#N.[Na+].C=O>FC(F)(F)C(O)=O.C(O)(=O)C>[CH:40]1([N:14]2[C:15]3[C:11](=[CH:10][C:9]([C:6]4[CH:5]=[CH:4][C:3]([C:1]#[N:2])=[CH:8][CH:7]=4)=[CH:17][C:16]=3[CH2:18][O:19][CH2:20][C:21]3([C:34]4[CH:35]=[CH:36][CH:37]=[CH:38][CH:39]=4)[CH2:26][CH2:25][N:24]([CH3:27])[CH2:23][CH2:22]3)[CH:12]=[N:13]2)[CH2:41][CH2:42]1 |f:1.2|. Procedure details: tert-Butyl 4-(((5-(4-cyanophenyl)-1-cyclopropyl-1H-indazol-7-yl)methoxy)methyl)-4-phenylpiperidine-1-carboxylate (23 mg, 0.04 mmol) was dissolved in trifluoroacetic acid (50% in dichloromethane, 2 mL) and stirred at room temperature for 1 h. The reaction was concentrated, loaded onto a strong cation exchange cartridge in methanol, and flushed with several volumes of methanol which were discarded. The crude secondary amine was eluted in 2 M ammonia in methanol and concentrated. The resulting resi... Starting materials: CC1=NN(C=C1N)C=1C=NC=CC1 (3-methyl-1-(pyridin-3-yl)-1H-pyrazol-4-amine), C(C)N=C=O (ethyl isocyanate). The solvent is C(Cl)Cl (DCM). Run at time 40 minute. The product is C(C)NC(=O)NC=1C(=NN(C1)C=1C=NC=CC1)C (1-ethyl-3-(3-methyl-1-(pyridin-3-yl)-1H-pyrazol-4-yl)urea). Isolated yield 95.9%. As a reaction SMILES: [CH3:1][C:2]1[C:6]([NH2:7])=[CH:5][N:4]([C:8]2[CH:9]=[N:10][CH:11]=[CH:12][CH:13]=2)[N:3]=1.[CH2:14]([N:16]=[C:17]=[O:18])[CH3:15]>C(Cl)Cl>[CH2:14]([NH:16][C:17]([NH:7][C:6]1[C:2]([CH3:1])=[N:3][N:4]([C:8]2[CH:9]=[N:10][CH:11]=[CH:12][CH:13]=2)[CH:5]=1)=[O:18])[CH3:15]. Reported procedure: To a solution of 3-methyl-1-(pyridin-3-yl)-1H-pyrazol-4-amine (0.1 g, 0.574 mmol) in DCM (5.74 ml) was added ethyl isocyanate (0.041 g, 0.574 mmol) and the reaction mixture was stirred at ambient temperature for 40 minutes. The reaction mixture had turned from a clear solution to a suspension with white solid material. The reaction mixture was concentrated and purified using silica gel chromatography (0-20% MeOH/DCM) to yield the title compound as a white solid (0.135 g, 95%): mp 197-200° C.; 1H... The reactants are CCN(CC)C(=O)NC1CC2c3cccc4[nH]c(C(=O)OCc5ccccc5)c(c34)CC2N(C)C1, CO, [Pd]. The product is CCN(CC)C(=O)NC1CC2c3cccc4[nH]c(C(=O)O)c(c34)CC2N(C)C1. RXN SMILES: [CH2:1]([c:2]1[cH:3][cH:4][cH:5][cH:6][cH:7]1)[O:8][C:9](=[O:10])[c:11]1[c:12]2[c:26]3[c:20]([cH:21][cH:22][cH:23][c:24]3[nH:25]1)[CH:19]1[CH:14]([CH2:13]2)[N:15]([CH3:35])[CH2:16][CH:17]([NH:27][C:28](=[O:29])[N:30]([CH2:31][CH3:32])[CH2:33][CH3:34])[CH2:18]1.[CH3:36][OH:37].[Pd:38]>>[O:8]=[C:9]([OH:10])[c:11]1[c:12]2[c:26]3[c:20]([cH:21][cH:22][cH:23][c:24]3[nH:25]1)[CH:19]1[CH:14]([CH2:13]2)[N:15]([CH3:35])[CH2:16][CH:17]([NH:27][C:28](=[O:29])[N:30]([CH2:31][CH3:32])[CH2:33][CH3:34])[CH2:18]1.